Dataset: the Open Reaction Database (ORD), a public repository of structured organic reaction records. Task: describe an organic reaction: reactants, conditions, products, and yield The reactants are O1CCOCC1 (1,4-dioxane), ClC1=CC=C2C(=N1)N(C(N2CC2CC2)=O)C (5-chloro-1-(cyclopropylmethyl)-3-methyl-1,3-dihydro-2H-imidazo[4,5-b]pyridin-2-one), C(=O)([O-])[O-].[Cs+].[Cs+] (Cs2CO3), CC1(CCC(=CC1NC(OCC1=CC=CC=C1)=O)B1OC(C(O1)(C)C)(C)C)C (benzyl [6,6-dimethyl-3-(4,4,5,5-tetramethyl-1,3,2-dioxaborolan-2-yl)cyclohex-2-en-1-yl]carbamate). Reagents/catalysts: CC(C)([P](C(C)(C)C)([Pd][P](C(C)(C)C)(C(C)(C)C)C(C)(C)C)C(C)(C)C)C (bis(tri-t-butylphosphine)palladium(0)). Solvent: O (water), CO (MeOH), CN1CCCC1=O (NMP). Reaction conditions: temperature 100 celsius. The product is CC(CN1C(N(C2=NC(=CC=C21)C2=CC(C(CC2)(C)C)NC(OCC2=CC=CC=C2)=O)C)=O)(C)C (Benzyl {3-[1-(2,2-dimethylpropyl)-3-methyl-2-oxo-2,3-dihydro-1H-imidazo[4,5-b]pyridin-5-yl]-6,6-dimethylcyclohex-2-en-1-yl}carbamate). Reaction SMILES: Cl[C:2]1[N:7]=[C:6]2[N:8]([CH3:16])[C:9](=[O:15])[N:10]([CH2:11][CH:12]3[CH2:14][CH2:13]3)[C:5]2=[CH:4][CH:3]=1.[C:17]([O-])([O-])=O.[Cs+].[Cs+].[CH3:23][C:24]1([CH3:50])[CH:29]([NH:30][C:31](=[O:40])[O:32][CH2:33][C:34]2[CH:39]=[CH:38][CH:37]=[CH:36][CH:35]=2)[CH:28]=[C:27](B2OC(C)(C)C(C)(C)O2)[CH2:26][CH2:25]1.O1CCOCC1>CO.CN1C(=O)CCC1.CC(C)([P](C(C)(C)C)([Pd][P](C(C)(C)C)(C(C)(C)C)C(C)(C)C)C(C)(C)C)C.O>[CH3:17][C:12]([CH3:13])([CH3:14])[CH2:11][N:10]1[C:5]2[C:6](=[N:7][C:2]([C:27]3[CH2:26][CH2:25][C:24]([CH3:23])([CH3:50])[CH:29]([NH:30][C:31](=[O:40])[O:32][CH2:33][C:34]4[CH:35]=[CH:36][CH:37]=[CH:38][CH:39]=4)[CH:28]=3)=[CH:3][CH:4]=2)[N:8]([CH3:16])[C:9]1=[O:15] |f:1.2.3,^1:68,74|. Procedure: To a microwave vial was added 5-chloro-1-(2,2-dimethylpropyl)-3-methyl-1,3-dihydro-2H-imidazo[4,5-b]pyridin-2-one (1-4) (313 mg, 1.234 mmol), Cs2CO3 (804 mg, 2.467 mmol), benzyl [6,6-dimethyl-3-(4,4,5,5-tetramethyl-1,3,2-dioxaborolan-2-yl)cyclohex-2-en-1-yl]carbamate (668 mg, 1.734 mmol), & bis(tri-t-butylphosphine)palladium(0) (129 mg, 0.252 mmol), followed by anhydrous 1,4-dioxane (2.5 mL) & water (0.5 mL). The reaction mixture was then heated to 100° C. for 2×10 minutes under microwave irradi... Starting materials: CNc1nc(N2CCN(C)CC2)nc(N(C)C2CCC(C(=O)O)CC2)n1, CN(C)c1ccncc1, NCc1ccc(Cl)cc1Cl, ClCCl, ClCCl, CN(C)C=O. Yields the product CNc1nc(N2CCN(C)CC2)nc(N(C)C2CCC(C(=O)NCc3ccc(Cl)cc3Cl)CC2)n1. RXN SMILES: [CH3:1][N:2]([CH:3]1[CH2:4][CH2:5][CH:6]([C:9](=[O:10])[OH:11])[CH2:7][CH2:8]1)[c:12]1[n:13][c:14]([N:20]2[CH2:21][CH2:22][N:23]([CH3:26])[CH2:24][CH2:25]2)[n:15][c:16]([NH:18][CH3:19])[n:17]1.[CH3:37][N:38]([c:39]1[cH:40][cH:41][n:42][cH:43][cH:44]1)[CH3:45].[Cl:27][c:28]1[c:29]([CH2:35][NH2:36])[cH:30][cH:31][c:32]([Cl:34])[cH:33]1.[Cl:51][CH2:52][Cl:53].[Cl:54][CH2:55][Cl:56].[O:46]=[CH:47][N:48]([CH3:49])[CH3:50]>>[CH3:1][N:2]([CH:3]1[CH2:4][CH2:5][CH:6]([C:9](=[O:10])[NH:36][CH2:35][c:29]2[c:28]([Cl:27])[cH:33][c:32]([Cl:34])[cH:31][cH:30]2)[CH2:7][CH2:8]1)[c:12]1[n:13][c:14]([N:20]2[CH2:21][CH2:22][N:23]([CH3:26])[CH2:24][CH2:25]2)[n:15][c:16]([NH:18][CH3:19])[n:17]1. Starting materials: N#Cc1ccc(Oc2ccc3c(c2)CCC(c2ccccc2)O3)c([N+](=O)[O-])c1, CC(=O)O, Nc1ccccc1, [Zn], Nc1ccccc1Oc1ccc2c(c1)CCC(c1ccccc1)O2. The product is N#Cc1ccc(Oc2ccc3c(c2)CCC(c2ccccc2)O3)c(N)c1. Reaction SMILES: [C:1](#[N:2])[c:3]1[cH:4][c:5]([N+:26]([O-:27])=[O:28])[c:6]([O:9][c:10]2[cH:11][c:12]3[c:17]([cH:18][cH:19]2)[O:16][CH:15]([c:20]2[cH:21][cH:22][cH:23][cH:24][cH:25]2)[CH2:14][CH2:13]3)[cH:7][cH:8]1.[CH3:61][C:62](=[O:63])[OH:64].[NH2:29][c:30]1[cH:31][cH:32][cH:33][cH:34][cH:35]1.[Zn:60].[c:36]1([CH:37]2[CH2:38][CH2:39][c:40]3[c:41]([cH:42][cH:43][c:44]([O:45][c:46]4[cH:47][cH:48][cH:49][cH:50][c:51]4[NH2:52])[cH:53]3)[O:54]2)[cH:55][cH:56][cH:57][cH:58][cH:59]1>>[C:1](#[N:2])[c:3]1[cH:4][c:5]([NH2:26])[c:6]([O:9][c:10]2[cH:11][c:12]3[c:17]([cH:18][cH:19]2)[O:16][CH:15]([c:20]2[cH:21][cH:22][cH:23][cH:24][cH:25]2)[CH2:14][CH2:13]3)[cH:7][cH:8]1. Starting materials: C(C)(C)[N-]C(C)C.[Li+] (Lithium diisopropylamide), P(O)(O)=O.C(C)C(C)(C(C1=NN(C=N1)C(C1=CC=CC=C1)(C1=CC=CC=C1)C1=CC=CC=C1)F)CC (diethyl 3-fluoro-3(1-trityl-1,2,4-triazol-3-yl)propane phosphonate), [Cl-].[NH4+] (ammonium chloride). Run at time 5 hour. The product is P(O)(O)=O.C(C)C1C(C1CC)C1=NN(C=N1)C(C1=CC=CC=C1)(C1=CC=CC=C1)C1=CC=CC=C1 (diethyl 2(1-trityl-1,2,4-triazol-3-yl)cyclopropane phosphonate). As a reaction SMILES: [CH:1]([N-]C(C)C)(C)C.[Li+].[PH:9](=[O:12])([OH:11])[OH:10].[CH2:13]([C:15]([CH2:43][CH3:44])([CH:17](F)[C:18]1[N:22]=[CH:21][N:20]([C:23]([C:36]2[CH:41]=[CH:40][CH:39]=[CH:38][CH:37]=2)([C:30]2[CH:35]=[CH:34][CH:33]=[CH:32][CH:31]=2)[C:24]2[CH:29]=[CH:28][CH:27]=[CH:26][CH:25]=2)[N:19]=1)C)[CH3:14].[Cl-].[NH4+]>>[PH:9](=[O:10])([OH:12])[OH:11].[CH2:13]([CH:15]1[CH:43]([CH2:44][CH3:1])[CH:17]1[C:18]1[N:22]=[CH:21][N:20]([C:23]([C:30]2[CH:35]=[CH:34][CH:33]=[CH:32][CH:31]=2)([C:24]2[CH:25]=[CH:26][CH:27]=[CH:28][CH:29]=2)[C:36]2[CH:41]=[CH:40][CH:39]=[CH:38][CH:37]=2)[N:19]=1)[CH3:14] |f:0.1,2.3,4.5,6.7|. Reported procedure: Lithium diisopropylamide (0.91 ml, 1.5M in cyclohexane) was added dropwise under nitrogen to a stirred solution of diethyl 3-fluoro-3(1-trityl-1,2,4-triazol-3-yl)propane phosphonate (0.35 g, prepared as described in Example 27) whilst maintaining the temperature below -60° C. After five hours, the mixture was allowed to warm then stand at room temperature overnight. It was then poured on to saturated ammonium chloride solution and extracted with ethyl acetate. The extracts were dried over magnes... Reactants: COC(=O)c1ccc(CN=[N+]=[N-])cc1-c1ccccc1C, CO, Cl. Product: COC(=O)c1ccc(CN)cc1-c1ccccc1C. RXN SMILES: [CH3:1][O:2][C:3]([c:4]1[c:5](-[c:14]2[c:15]([CH3:20])[cH:16][cH:17][cH:18][cH:19]2)[cH:6][c:7]([CH2:10][N:11]=[N+:12]=[N-:13])[cH:8][cH:9]1)=[O:21].[CH3:23][OH:24].[ClH:22]>>[CH3:1][O:2][C:3]([c:4]1[c:5](-[c:14]2[c:15]([CH3:20])[cH:16][cH:17][cH:18][cH:19]2)[cH:6][c:7]([CH2:10][NH2:11])[cH:8][cH:9]1)=[O:21]. Procedure details: A solution of 4-chlorobenzaldehyde (5 mmol) and 4-sulfamylphenylhydrazine hydrochloride was subjected to the General Procedure. The title compound, melting point 181–182° C., was obtained in 60% yield. The reactants are ClC1=CC=C(C=O)C=C1 (4-chlorobenzaldehyde), Cl.S(N)(=O)(=O)C1=CC=C(C=C1)NN (4-sulfamylphenylhydrazine hydrochloride). Isolated yield 60.0%. The product is S(N)(=O)(=O)C1=CC=C(C=C1)NN=CC1=CC=C(C=C1)Cl (4-Chlorobenzaldehyde-4-sulfamylphenylhydrazone). Reaction SMILES: [Cl:1][C:2]1[CH:9]=[CH:8][C:5]([CH:6]=O)=[CH:4][CH:3]=1.Cl.[S:11]([C:15]1[CH:20]=[CH:19][C:18]([NH:21][NH2:22])=[CH:17][CH:16]=1)(=[O:14])(=[O:13])[NH2:12]>>[S:11]([C:15]1[CH:16]=[CH:17][C:18]([NH:21][N:22]=[CH:6][C:5]2[CH:8]=[CH:9][C:2]([Cl:1])=[CH:3][CH:4]=2)=[CH:19][CH:20]=1)(=[O:14])(=[O:13])[NH2:12] |f:1.2|. The reactants are O=C([O-])[O-], COCCBr, CCOC(C)=O, [Cs+], [Cs+], CN(C)C=O, Cc1ccccc1OCC(=O)Nc1ccc(-c2nc3cc(O)ccc3o2)cc1. Yields the product COCCOc1ccc2oc(-c3ccc(NC(=O)COc4ccccc4C)cc3)nc2c1. RXN SMILES: [C:29](=[O:30])([O-:31])[O-:32].[CH3:35][O:36][CH2:37][CH2:38][Br:39].[CH3:45][CH2:46][O:47][C:48]([CH3:49])=[O:50].[Cs+:33].[Cs+:34].[O:40]=[CH:41][N:42]([CH3:43])[CH3:44].[OH:1][c:2]1[cH:3][cH:4][c:5]2[c:6]([n:7][c:8](-[c:10]3[cH:11][cH:12][c:13]([NH:16][C:17]([CH2:18][O:19][c:20]4[c:21]([CH3:26])[cH:22][cH:23][cH:24][cH:25]4)=[O:27])[cH:14][cH:15]3)[o:9]2)[cH:28]1>>[O:1]([c:2]1[cH:3][cH:4][c:5]2[c:6]([n:7][c:8](-[c:10]3[cH:11][cH:12][c:13]([NH:16][C:17]([CH2:18][O:19][c:20]4[c:21]([CH3:26])[cH:22][cH:23][cH:24][cH:25]4)=[O:27])[cH:14][cH:15]3)[o:9]2)[cH:28]1)[CH2:38][CH2:37][O:36][CH3:35].